From a dataset of the Open Reaction Database (ORD), a public repository of structured organic reaction records. describe an organic reaction: reactants, conditions, products, and yield Starting materials: S(=S)(=O)([O-])[O-].[Na+].[Na+] (sodium thiosulfate), O1C=NC=C1C=1C=C2C=CN=CC2=CC1 (6-(oxazol-5-yl)isoquinoline), C[Si](C)(C)[N-][Si](C)(C)C.[Li+] (lithium bis(trimethylsilyl)amide), ICCI (1,2-diiodoethane). Solvent: CCOCC (ether), C1CCOC1 (THF), C1CCOC1 (THF). Reaction conditions: temperature -78 celsius. Yields the product IC=1OC(=CN1)C=1C=C2C=CN=CC2=CC1 (6-(2-Iodooxazol-5-yl)isoquinoline). Isolated yield 8.3%. RXN SMILES: [O:1]1[C:5]([C:6]2[CH:7]=[C:8]3[C:13](=[CH:14][CH:15]=2)[CH:12]=[N:11][CH:10]=[CH:9]3)=[CH:4][N:3]=[CH:2]1.C[Si]([N-][Si](C)(C)C)(C)C.[Li+].[I:26]CCI.S([O-])([O-])(=O)=S.[Na+].[Na+]>CCOCC.C1COCC1>[I:26][C:2]1[O:1][C:5]([C:6]2[CH:7]=[C:8]3[C:13](=[CH:14][CH:15]=2)[CH:12]=[N:11][CH:10]=[CH:9]3)=[CH:4][N:3]=1 |f:1.2,4.5.6|. Procedure: To a 150 mL round-bottomed flask was added 6-(oxazol-5-yl)isoquinoline (0.50 g, 2.55 mmol) and THF (20 mL), and the resulting reaction mixture was stirred at −78° C. The solution was then treated dropwise via syringe with lithium bis(trimethylsilyl)amide (1.0 M solution in THF (3.06 mL, 3.06 mmol)), and the reaction was stirred for 1 hour at −78° C. A THF solution of 1,2-diiodoethane (0.826 g, 2.93 mmol) was then added dropwise, and the reaction was allowed to warm to room temperature for 1 hour... The reactants are Cc1c(C(=O)O)oc2ccccc12, CSc1cccc(N)c1. The reagents and catalysts are [B-](F)(F)(F)F.CN(C)C(=[N+](C)C)ON1C2=C(C=CC(=C2)Cl)N=N1 (TCTU), CCN(C(C)C)C(C)C (DIPEA). Run in CN(C)C=O (DMF), CN(C)C=O (DMF), CN(C)C=O (DMF), CN(C)C=O (DMF), CN(C)C=O (DMF), CN(C)C=O (DMF). Conditions: temperature 25 celsius, time 2 hour. Product: CSc1cccc(NC(=O)c2oc3ccccc3c2C)c1. Yield: 66.1%. As a reaction SMILES: CSc1cccc(N)c1.Cc1c(C(=O)O)oc2ccccc12.[B-](F)(F)(F)F.CN(C)C(=[N+](C)C)ON1C2=C(C=CC(=C2)Cl)N=N1.CCN(C(C)C)C(C)C.CN(C)C=O>>CSc1cccc(NC(=O)c2oc3ccccc3c2C)c1. Reactants: Cc1ccc2[nH]c3c(c2c1)CN(C)CC3, CN1CCCC1=O, C=Cc1cnc(C(F)(F)F)cn1, [K+], [OH-]. The product is Cc1ccc2c(c1)c1c(n2CCc2cnc(C(F)(F)F)cn2)CCN(C)C1. RXN SMILES: [CH3:1][N:2]1[CH2:3][c:4]2[c:5]([nH:6][c:7]3[cH:8][cH:9][c:10]([CH3:13])[cH:11][c:12]23)[CH2:14][CH2:15]1.[CH3:30][N:31]1[CH2:32][CH2:33][CH2:34][C:35]1=[O:36].[F:16][C:17]([c:18]1[n:19][cH:20][c:21]([CH:24]=[CH2:25])[n:22][cH:23]1)([F:26])[F:27].[K+:29].[OH-:28]>>[CH3:1][N:2]1[CH2:3][c:4]2[c:5]([n:6]([CH2:25][CH2:24][c:21]3[cH:20][n:19][c:18]([C:17]([F:16])([F:26])[F:27])[cH:23][n:22]3)[c:7]3[cH:8][cH:9][c:10]([CH3:13])[cH:11][c:12]23)[CH2:14][CH2:15]1. The reactants are [H-].[Na+] (NaH), OC=C(C#N)C1=CC=CC=C1 (3-Hydroxy-2-phenylacrylonitrile), S(=O)(=O)(OC)OC (dimethyl sulfate). The solvent is C1CCOC1 (THF). Run at time 2 hour. Product: COC=C(C#N)C1=CC=CC=C1 (3-Methoxy-2-phenylacrylonitrile). RXN SMILES: [OH:1][CH:2]=[C:3]([C:6]1[CH:11]=[CH:10][CH:9]=[CH:8][CH:7]=1)[C:4]#[N:5].[H-].[Na+].S(OC)(O[CH3:18])(=O)=O>C1COCC1>[CH3:18][O:1][CH:2]=[C:3]([C:6]1[CH:11]=[CH:10][CH:9]=[CH:8][CH:7]=1)[C:4]#[N:5] |f:1.2|. Procedure details: 3-Hydroxy-2-phenylacrylonitrile (12.3 g, 84.7 mmol) was dissolved in dry THF (100 ml) in a reaction vessel, and then NaH (4.1 g, 169.4 mmol) was slowly added thereto. The mixture was stirred at room temperature for 2 hr. Thereafter, dimethyl sulfate (13.7 ml, 144.0 mmol) was added, followed by stirring at 40° C. for 12 hr. After completion of the reaction, the reaction mixture was washed with distilled water and concentrated under reduced pressure. The concentrate was diluted with EtOAc and extr... Reactants: CN(CCNC(=O)c1ccccc1)C1CCC(c2ccc3[nH]c(=O)oc3c2)CC1, ClCCl, [Na+], [OH-]. Yields the product O=C(NCCNC1CCC(c2ccc3[nH]c(=O)oc3c2)CC1)c1ccccc1. Reaction SMILES: [CH3:1][N:2]([CH2:3][CH2:4][NH:5][C:6]([c:7]1[cH:8][cH:9][cH:10][cH:11][cH:12]1)=[O:13])[CH:14]1[CH2:15][CH2:16][CH:17]([c:20]2[cH:21][c:22]3[c:23]([nH:24][c:25](=[O:27])[o:26]3)[cH:28][cH:29]2)[CH2:18][CH2:19]1.[Cl:32][CH2:33][Cl:34].[Na+:31].[OH-:30]>>[NH:2]([CH2:3][CH2:4][NH:5][C:6]([c:7]1[cH:8][cH:9][cH:10][cH:11][cH:12]1)=[O:13])[CH:14]1[CH2:15][CH2:16][CH:17]([c:20]2[cH:21][c:22]3[c:23]([nH:24][c:25](=[O:27])[o:26]3)[cH:28][cH:29]2)[CH2:18][CH2:19]1.